Dataset: the Open Reaction Database (ORD), a public repository of structured organic reaction records. Task: describe an organic reaction: reactants, conditions, products, and yield Reactants: CC([O-])=CC#N, O=C([O-])O, C1CCNCC1, CC(=O)O, O=Cc1cc2c(NC(=O)c3ccccc3)nccc2o1, ClCCl, [Na+], [Na+]. The product is CC(=O)C(C#N)=Cc1cc2c(NC(=O)c3ccccc3)nccc2o1. Reaction SMILES: [C:21](#[N:22])[CH:23]=[C:24]([CH3:25])[O-:26].[C:38](=[O:39])([OH:40])[O-:41].[CH2:32]1[CH2:33][CH2:34][NH:35][CH2:36][CH2:37]1.[CH3:28][C:29](=[O:30])[OH:31].[CH:1](=[O:2])[c:3]1[cH:4][c:5]2[c:6]([NH:12][C:13]([c:14]3[cH:15][cH:16][cH:17][cH:18][cH:19]3)=[O:20])[n:7][cH:8][cH:9][c:10]2[o:11]1.[Cl:43][CH2:44][Cl:45].[Na+:27].[Na+:42]>>[CH:1]([c:3]1[cH:4][c:5]2[c:6]([NH:12][C:13]([c:14]3[cH:15][cH:16][cH:17][cH:18][cH:19]3)=[O:20])[n:7][cH:8][cH:9][c:10]2[o:11]1)=[C:23]([C:21]#[N:22])[C:24]([CH3:25])=[O:26].